This data is from the Open Reaction Database (ORD), a public repository of structured organic reaction records. The task is: describe an organic reaction: reactants, conditions, products, and yield Reactants: N1(N=CC=C1)C1=CC=C(CC2=C(C=C3CN(C(C3=C2)=O)CC2=C(C=C(C=C2)OC)OC)C)C=C1 (6-(4-(1H-pyrazol-1-yl)benzyl)-2-(2,4-dimethoxybenzyl)-5-methylisoindolin-1-one), C1(=CC=CC=C1)OC (anisole). Solvent: FC(C(=O)O)(F)F (trifluoroacetic acid). Conditions: temperature 80 celsius, time 2 hour. Yields the product N1(N=CC=C1)C1=CC=C(CC2=C(C=C3CNC(C3=C2)=O)C)C=C1 (6-(4-(1H-pyrazol-1-yl)benzyl)-5-methylisoindolin-1-one). Isolated yield 93.4%. RXN SMILES: [N:1]1([C:6]2[CH:34]=[CH:33][C:9]([CH2:10][C:11]3[CH:19]=[C:18]4[C:14]([CH2:15][N:16](CC5C=CC(OC)=CC=5OC)[C:17]4=[O:20])=[CH:13][C:12]=3[CH3:32])=[CH:8][CH:7]=2)[CH:5]=[CH:4][CH:3]=[N:2]1.C1(OC)C=CC=CC=1>FC(F)(F)C(O)=O>[N:1]1([C:6]2[CH:34]=[CH:33][C:9]([CH2:10][C:11]3[CH:19]=[C:18]4[C:14]([CH2:15][NH:16][C:17]4=[O:20])=[CH:13][C:12]=3[CH3:32])=[CH:8][CH:7]=2)[CH:5]=[CH:4][CH:3]=[N:2]1. Procedure: To a solution of 6-(4-(1H-pyrazol-1-yl)benzyl)-2-(2,4-dimethoxybenzyl)-5-methylisoindolin-1-one (0.24 g) in trifluoroacetic acid (4.34 mL) was added anisole (0.23 mL), and the mixture was stirred at 80° C. for 2 hr. The reaction mixture was concentrated under reduced pressure, and the residue was purified by silica gel column chromatography (ethyl acetate/hexane) to give the title compound (0.15 g). Starting materials: Cl.FC(C=1OC(C(N1)(CC)C)(C(Cl)Cl)Cl)(F)F (2-trifluoromethyl-4-methyl-4-ethyl-5-chloro-5-(dichloromethyl)oxazoline hydrochloride), ice water ethyl ether. The solvent is CO (methanol), O (water), Cl (hydrochloric acid). Run at temperature 50 celsius, time 8 hour. Yields the product Cl.NC(C(C(Cl)Cl)=O)(CC)C (3-amino-1,1-dichloro-3-methyl-2-pentanone hydrochloride). RXN SMILES: Cl.FC(F)(F)C1[O:5][C:6](Cl)([CH:12]([Cl:14])[Cl:13])[C:7]([CH3:11])([CH2:9][CH3:10])[N:8]=1>CO.O.Cl>[ClH:13].[NH2:8][C:7]([CH3:11])([CH2:9][CH3:10])[C:6](=[O:5])[CH:12]([Cl:14])[Cl:13] |f:0.1,5.6|. Procedure details: The 2-trifluoromethyl-4-methyl-4-ethyl-5-chloro-5-(dichloromethyl)oxazoline hydrochloride prepared in the preceding step was dissolved in a mixture of 80 mL methanol, 3.2 mL of water, and 8.3 mL of concentrated hydrochloric acid, warmed to 50° C. and stirred at that temperature overnight. The crude reaction mixture was cooled and poured into ice/water/ethyl ether mixture. The organic phase was extracted once with water. The combined aqueous layers were washed once with ethyl ether, neutralized w...